Task: describe an organic reaction: reactants, conditions, products, and yield. Dataset: the Open Reaction Database (ORD), a public repository of structured organic reaction records Starting materials: O, O=S(=O)(CCO)Cc1ccc(CS(=O)(=O)CCO)cc1, O=[N+]([O-])O, O=S(=O)(O)O. The product is O=[N+]([O-])c1cc(CS(=O)(=O)CCO)ccc1CS(=O)(=O)CCO. Reaction SMILES: [OH2:30].[OH:1][CH2:2][CH2:3][S:4](=[O:5])(=[O:6])[CH2:7][c:8]1[cH:9][cH:10][c:11]([CH2:14][S:15](=[O:16])(=[O:17])[CH2:18][CH2:19][OH:20])[cH:12][cH:13]1.[OH:26][N+:27]([O-:28])=[O:29].[S:21](=[O:22])(=[O:23])([OH:24])[OH:25]>>[OH:1][CH2:2][CH2:3][S:4](=[O:5])(=[O:6])[CH2:7][c:8]1[cH:9][cH:10][c:11]([CH2:14][S:15](=[O:16])(=[O:17])[CH2:18][CH2:19][OH:20])[cH:12][c:13]1[N+:27](=[O:26])[O-:28].